This data is from the Open Reaction Database (ORD), a public repository of structured organic reaction records. The task is: describe an organic reaction: reactants, conditions, products, and yield The reactants are ClC1=CC(=C(C=C1)C(CC(=O)C=1C=CC(N(C1)C)=O)C1=CC(=C(C=C1)O)F)C (5-[3-(4-chloro-2-methyl-phenyl)-3-(3-fluoro-4-hydroxy-phenyl)-propionyl]-1-methyl-1H-pyridin-2-one), Cl.NO (hydroxylamine hydrochloride), C(O)([O-])=O.[Na+] (sodium hydrogencarbonate). The product is ClC1=CC(=C(C=C1)C(C\C(=N/O)\C=1C=CC(N(C1)C)=O)C1=CC(=C(C=C1)O)F)C (5-{3-(4-Chloro-2-methyl-phenyl)-3-(3-fluoro-4-hydroxy-phenyl)-1-[(E)-hydroxyimino]-propyl}-1-methyl-1H-pyridin-2-one). RXN SMILES: [Cl:1][C:2]1[CH:7]=[CH:6][C:5]([CH:8]([C:20]2[CH:25]=[CH:24][C:23]([OH:26])=[C:22]([F:27])[CH:21]=2)[CH2:9][C:10]([C:12]2[CH:13]=[CH:14][C:15](=[O:19])[N:16]([CH3:18])[CH:17]=2)=O)=[C:4]([CH3:28])[CH:3]=1.Cl.[NH2:30][OH:31].C(=O)([O-])O.[Na+]>>[Cl:1][C:2]1[CH:7]=[CH:6][C:5]([CH:8]([C:20]2[CH:25]=[CH:24][C:23]([OH:26])=[C:22]([F:27])[CH:21]=2)[CH2:9]/[C:10](/[C:12]2[CH:13]=[CH:14][C:15](=[O:19])[N:16]([CH3:18])[CH:17]=2)=[N:30]\[OH:31])=[C:4]([CH3:28])[CH:3]=1 |f:1.2,3.4|. Reported procedure: In analogy to example 151, step 3, 5-[3-(4-chloro-2-methyl-phenyl)-3-(3-fluoro-4-hydroxy-phenyl)-propionyl]-1-methyl-1H-pyridin-2-one was reacted with hydroxylamine hydrochloride in the presence of sodium hydrogencarbonate to give the title compound containing <5% of the corresponding Z isomer as a colourless solid, MS (ESI−): m/z=413.0 [M−H]−. The reactants are Cl (HCl), C(#N)C=1C=CC(=NC1)N1C(CN(CC1C)C(=O)OC(C)(C)C)C (tert-butyl 4-(5-cyanopyridin-2-yl)-3,5-dimethylpiperazine-1-carboxylate). Conditions: temperature 90 celsius, time 30 minute. Product: CC1N(C(CNC1)C)C1=NC=C(C#N)C=C1 (6-(2,6-dimethylpiperazin-1-yl)nicotinonitrile). The yield is 112.5%. RXN SMILES: Cl.[C:2]([C:4]1[CH:5]=[CH:6][C:7]([N:10]2[CH:15]([CH3:16])[CH2:14][N:13](C(OC(C)(C)C)=O)[CH2:12][CH:11]2[CH3:24])=[N:8][CH:9]=1)#[N:3]>>[CH3:16][CH:15]1[CH2:14][NH:13][CH2:12][CH:11]([CH3:24])[N:10]1[C:7]1[CH:6]=[CH:5][C:4]([C:2]#[N:3])=[CH:9][N:8]=1. Procedure details: 6N HCl (0.5 mL) was added to tert-butyl 4-(5-cyanopyridin-2-yl)-3,5-dimethylpiperazine-1-carboxylate (120 mg, 0.37 mmol) and the reaction mixture was stirred at 90° C. for 30 min. the reaction mixture was cooled to room temperature. The reaction mixture was concentrated under reduced pressure and triturated with ether to afford 6-(2,6-dimethylpiperazin-1-yl)nicotinonitrile (90 mg, crude), which was carried through without further purification. 1H NMR (300 MHz, D2O) δ 8.51 (d, J=2.2 Hz, 1H), 7.93... Reactants: ClC1=C(C#N)C=C(C=C1)[N+](=O)[O-] (2-chloro-5-nitrobenzonitrile), [H][H] (hydrogen). Reagents/catalysts: [Pd] (Pd-C). The solvent is C(C)O (ethanol). Yields the product NC=1C=CC(=C(C#N)C1)Cl (5-amino-2-chlorobenzonitrile). The yield is 43.1%. Reaction SMILES: [Cl:1][C:2]1[CH:9]=[CH:8][C:7]([N+:10]([O-])=O)=[CH:6][C:3]=1[C:4]#[N:5].[H][H]>C(O)C.[Pd]>[NH2:10][C:7]1[CH:8]=[CH:9][C:2]([Cl:1])=[C:3]([CH:6]=1)[C:4]#[N:5]. Reported procedure: A solution of 10.0 g (54.8 mmol) 2-chloro-5-nitrobenzonitrile in 500 ml ethanol was hydrogenated at 30 psi by using 0.5 g 5% Pd-C as a catalyst When the hydrogen uptake had ceased, the reaction mixture was filtered and evaporated in vacuo. The residue was recrystallized (ethanol-water) to give 3.6 g (44%) of 5-amino-2-chlorobenzonitrile. M.p. 129°-130° C. Starting materials: N1=C2C(=NC=C1)SC(=C2)C(=O)O (thieno[2,3-b]pyrazine-6-carboxylic acid), S(=O)(Cl)Cl (thionyl chloride). Yields the product N1=C2C(=NC=C1)SC(=C2)C(=O)Cl (thieno[2,3-b]pyrazine-6-carbonyl chloride). Isolated yield 100.0%. Reaction SMILES: [N:1]1[CH:6]=[CH:5][N:4]=[C:3]2[S:7][C:8]([C:10]([OH:12])=O)=[CH:9][C:2]=12.S(Cl)([Cl:15])=O>>[N:1]1[CH:6]=[CH:5][N:4]=[C:3]2[S:7][C:8]([C:10]([Cl:15])=[O:12])=[CH:9][C:2]=12. Reported procedure: A solution of thieno[2,3-b]pyrazine-6-carboxylic acid (400 mg, 2.220 mmol) in thionyl chloride (1.6 mL, 22.20 mmol) was heated to 80° C. for 2 h. Concentrated to dryness and coevaporated with toluene to give thieno[2,3-b]pyrazine-6-carbonyl chloride 63 (441 mg, 100%). The reactants are C1=C(C(=CC2=CC3=CC=CC=C3C=C12)C=O)C=O (anthracene-2,3-dialdehyde), C(CC#N)C#N (succinodinitrile), C(=O)([O-])[O-].[K+].[K+] (K2CO3), CS(=O)C (dimethyl sulfoxide). Run in O (water). Run at temperature 15 celsius, time 30 minute. Product: C(#N)C1=CC2=CC3=CC4=CC=CC=C4C=C3C=C2C=C1C#N (2,3-Dicyanotetracene). Reaction SMILES: [CH:1]1[C:14]2[C:5](=[CH:6][C:7]3[C:12]([CH:13]=2)=[CH:11][CH:10]=[CH:9][CH:8]=3)[CH:4]=[C:3]([CH:15]=O)[C:2]=1[CH:17]=O.[CH2:19]([C:23]#[N:24])[CH2:20][C:21]#[N:22].C([O-])([O-])=O.[K+].[K+].CS(C)=O>O>[C:21]([C:20]1[C:19]([C:23]#[N:24])=[CH:15][C:3]2[C:2](=[CH:1][C:14]3[C:5]([CH:4]=2)=[CH:6][C:7]2[C:12](=[CH:11][CH:10]=[CH:9][CH:8]=2)[CH:13]=3)[CH:17]=1)#[N:22] |f:2.3.4|. Procedure: A mixture of 3.5 g of anthracene-2,3-dialdehyde (E. Mallonli et al., Synthesis 1980, page 689), 1.8 g of succinodinitrile, 3 g of K2CO3 and 250 ml of dimethyl sulfoxide is heated with stirring at 60°-70° C. for 30 minutes. It is then cooled to 15° C. and 50 ml of water are added. The precipitate which has been deposited is filtered off and is sublimed at 300° C. Yield 485 mg (12%), λmax : 772 nm. Reactants: CN1C(=NC=C1[N+](=O)[O-])C#N (1-methyl-5-nitro-2-cyanoimidazole), C(C)(=S)N (Thioacetamide), resultant solution. Run in ice water. Run at time 3 hour. Yields the product CN1C(=NC=C1[N+](=O)[O-])C(N)=S (1-methyl-2-thiocarbamyl-5-nitroimidazole). As a reaction SMILES: [CH3:1][N:2]1[C:6]([N+:7]([O-:9])=[O:8])=[CH:5][N:4]=[C:3]1[C:10]#[N:11].C(N)(=[S:14])C>>[CH3:1][N:2]1[C:6]([N+:7]([O-:9])=[O:8])=[CH:5][N:4]=[C:3]1[C:10](=[S:14])[NH2:11]. Reported procedure: 1-methyl-5-nitro-2-cyanoimidazole (0.6mole) was dissolved in this mixture at 40° C. Thioacetamide (1.2 mole) was added and stirring continued for 3 hours at 40° C. The resultant solution was poured on to 4 liters of ice/water mixture and stirred for 30 minutes. The precipitate was collected, slurried with water, filtered and dried to yield 1-methyl-2-thiocarbamyl-5-nitroimidazole, m.p. 148°-50° C.